Dataset: the Open Reaction Database (ORD), a public repository of structured organic reaction records. Task: describe an organic reaction: reactants, conditions, products, and yield Procedure: 6-Amino-9-benzyl-2-pentoxypurine (95 mg, 0.305 mmol) and bromine (0.5 ml) were dissolved in 100 ml of methylene chloride and the solution was stirred at room temperature for 1 hour. Aqueous sodium thiosulfate was added to the reaction mixture. The organic layer was separated and dried on sodium sulfate and evaporated in vacuo to dryness. The residue was purified with silica gel chromatography (1% methanol/chloroform) to give the subject compound (78 mg, yield 82%). RXN SMILES: [NH2:1][C:2]1[N:10]=[C:9]([O:11][CH2:12][CH2:13][CH2:14][CH2:15][CH3:16])[N:8]=[C:7]2[C:3]=1[N:4]=[CH:5][N:6]2[CH2:17][C:18]1[CH:23]=[CH:22][CH:21]=[CH:20][CH:19]=1.[Br:24]Br.S([O-])([O-])(=O)=S.[Na+].[Na+]>C(Cl)Cl>[NH2:1][C:2]1[N:10]=[C:9]([O:11][CH2:12][CH2:13][CH2:14][CH2:15][CH3:16])[N:8]=[C:7]2[C:3]=1[N:4]=[C:5]([Br:24])[N:6]2[CH2:17][C:18]1[CH:19]=[CH:20][CH:21]=[CH:22][CH:23]=1 |f:2.3.4|. Yield: 82.0%. Run at time 1 hour. The solvent is C(Cl)Cl (methylene chloride). Product: NC1=C2N=C(N(C2=NC(=N1)OCCCCC)CC1=CC=CC=C1)Br (6-Amino-9-benzyl-8-bromo-2-pentoxypurine). The reactants are NC1=C2N=CN(C2=NC(=N1)OCCCCC)CC1=CC=CC=C1 (6-Amino-9-benzyl-2-pentoxypurine), BrBr (bromine), S(=S)(=O)([O-])[O-].[Na+].[Na+] (sodium thiosulfate). The reactants are BrC1=CC=C(C=C1)C1(CCCC1)C=O (1-(4-bromophenyl)-cyclopentanecarbaldehyde), [BH4-].[Na+] (NaBH4). Solvent: CO (methanol). Product: BrC1=CC=C(C=C1)C1(CCCC1)CO ([1-(4-Bromophenyl)-cyclopentyl]-methanol). As a reaction SMILES: [Br:1][C:2]1[CH:7]=[CH:6][C:5]([C:8]2([CH:13]=[O:14])[CH2:12][CH2:11][CH2:10][CH2:9]2)=[CH:4][CH:3]=1.[BH4-].[Na+]>CO>[Br:1][C:2]1[CH:3]=[CH:4][C:5]([C:8]2([CH2:13][OH:14])[CH2:12][CH2:11][CH2:10][CH2:9]2)=[CH:6][CH:7]=1 |f:1.2|. Reported procedure: To a stirred solution of 1-(4-bromophenyl)-cyclopentanecarbaldehyde (225) (51.0 g, 201.47 mmol) in methanol (400 mL), was added NaBH4 (15.31 g, 402.94 mmol) portion-wise at 0° C.